Dataset: the Open Reaction Database (ORD), a public repository of structured organic reaction records. Task: describe an organic reaction: reactants, conditions, products, and yield Reactants: C1CNCCN1, CC#N, ClC(Cl)Cl, O=[N+]([O-])c1ccc(F)cc1. Product: O=[N+]([O-])c1ccc(N2CCNCC2)cc1. RXN SMILES: [CH2:11]1[CH2:12][NH:13][CH2:14][CH2:15][NH:16]1.[CH3:17][C:18]#[N:19].[CH:20]([Cl:21])([Cl:22])[Cl:23].[N+:1](=[O:2])([O-:3])[c:4]1[cH:5][cH:6][c:7]([F:10])[cH:8][cH:9]1>>[N+:1](=[O:2])([O-:3])[c:4]1[cH:5][cH:6][c:7]([N:13]2[CH2:12][CH2:11][NH:16][CH2:15][CH2:14]2)[cH:8][cH:9]1. As a reaction SMILES: Br[CH2:2][C:3]([CH:5]1[CH2:7][CH2:6]1)=[O:4].CC1C=C(C)[N:11]([C:15]([NH:17][C:18]([NH:20][CH2:21][CH2:22][NH:23][C:24](=[O:30])[O:25][C:26]([CH3:29])([CH3:28])[CH3:27])=[S:19])=N)N=1>CS(C)=O>[NH2:11][C:15]1[N:17]=[C:18]([NH:20][CH2:21][CH2:22][NH:23][C:24](=[O:30])[O:25][C:26]([CH3:28])([CH3:27])[CH3:29])[S:19][C:2]=1[C:3]([CH:5]1[CH2:7][CH2:6]1)=[O:4]. Solvent: CS(=O)C (DMSO). Starting materials: BrCC(=O)C1CC1 (2-bromo-1-cyclopropylethanone), CC1=NN(C(=C1)C)C(=N)NC(=S)NCCNC(OC(C)(C)C)=O (tert-Butyl [2-({[(3,5-dimethyl-1H-pyrazol-1-yl)-(imino)methyl]carbamothioyl}-amino)ethyl]-carbamate), crude mixture, ice water. Reported procedure: A solution of 404 mg (2.48 mmol) of 2-bromo-1-cyclopropylethanone in 15 ml of DMSO is added dropwise to 845 mg (2.48 mmol) of the crude mixture from Example 72A while cooling in ice, and the mixture is then heated at 100° C. for 1 h. The crude mixture is poured into ice-water and extracted three times with ethyl acetate. After the combined organic phases have been dried, the solvent is completely removed and the residue is purified by subsequent purification by preparative HPLC. 428 mg (48% of t... Conditions: temperature 100 celsius. The product is NC=1N=C(SC1C(=O)C1CC1)NCCNC(OC(C)(C)C)=O (tert-Butyl (2-{[4-amino-5-(cyclopropylcarbonyl)-1,3-thiazol-2-yl]amino}ethyl)carbamate). Reactants: COC1=C(C=C2CN(C(C2=C1)=O)C)[N+](=O)[O-] (6-methoxy-2-methyl-5-nitroisoindolin-1-one), O.O.Cl[Sn]Cl (SnCl2.2H2O), C(Cl)Cl (DCM), [OH-].[Na+] (NaOH). Solvent: C(C)O (ethanol), O (water). Reaction conditions: temperature 65 celsius. Product: NC=1C=C2CN(C(C2=CC1OC)=O)C (5-amino-6-methoxy-2-methylisoindolin-1-one). Yield: 70.8%. RXN SMILES: [CH3:1][O:2][C:3]1[CH:11]=[C:10]2[C:6]([CH2:7][N:8]([CH3:13])[C:9]2=[O:12])=[CH:5][C:4]=1[N+:14]([O-])=O.O.O.Cl[Sn]Cl.C(Cl)Cl.[OH-].[Na+]>C(O)C.O>[NH2:14][C:4]1[CH:5]=[C:6]2[C:10](=[CH:11][C:3]=1[O:2][CH3:1])[C:9](=[O:12])[N:8]([CH3:13])[CH2:7]2 |f:1.2.3,5.6|. Reported procedure: To 6-methoxy-2-methyl-5-nitroisoindolin-1-one (111 mg, 0.5 mmol) in ethanol (6 mL) and water (0.6 mL) was added SnCl2.2H2O (451 mg, 2 mmol) and the mixture was heated to 65° C. for 5 h. DCM (20 mL) and 2M NaOH(aq) (10 mL) were added and the mixture was passed through a hydrophobic frit. The solvent was removed in vacuo to give 5-amino-6-methoxy-2-methylisoindolin-1-one (68 mg, 71%) as an off-white solid. LCMS (10 cm_ESCI_Formic_MeCN): [M+H]+=193 at 2.32 min. 1H NMR (400 MHz, DMSO): δ 7.01 (s, 1H... Reactants: O=C(Br)CBr, O=C([O-])[O-], CCOC(C)=O, ClCCl, [K+], [K+], CCOC(=O)C1(C(=O)OCC)CCCN1, O. Yields the product CCOC(=O)C1(C(=O)OCC)CCCN1C(=O)CBr. RXN SMILES: [Br:22][CH2:23][C:24](=[O:25])[Br:26].[C:16](=[O:17])([O-:18])[O-:19].[CH3:27][CH2:28][O:29][C:30](=[O:31])[CH3:32].[Cl:33][CH2:34][Cl:35].[K+:20].[K+:21].[NH:1]1[C:2]([C:6](=[O:7])[O:8][CH2:9][CH3:10])([C:11](=[O:12])[O:13][CH2:14][CH3:15])[CH2:3][CH2:4][CH2:5]1.[OH2:36]>>[N:1]1([C:24]([CH2:23][Br:22])=[O:25])[C:2]([C:6](=[O:7])[O:8][CH2:9][CH3:10])([C:11](=[O:12])[O:13][CH2:14][CH3:15])[CH2:3][CH2:4][CH2:5]1. The solvent is CO (methanol), CN1CCN(C1=O)C (DMEU). Reported procedure: Analogously to Example 21, 1.00 mmol of 3-amino-4-(3-chloro-phenylamino)-1H-pyrazolo[3,4-d]pyrimidine in 26 ml of methanol, 13 ml of DMEU and 3.0 mmol of acetic acid are first reacted with 3-chloro-4-methoxy-benzaldehyde and then reduced with 7.00 mmol of NaCNBH3 (5-7 days). 3-(3-Chloro-4-methoxy-benzylamino)-4-(3-chloro-phenylamino)-1H-pyrazolo[3,4-d]pyrimidine is obtained; m.p. 205-208° C.; HPLC: TRet (Grad20-100)=12.2. Product: ClC=1C=C(CNC2=NNC3=NC=NC(=C32)NC3=CC(=CC=C3)Cl)C=CC1OC (3-(3-Chloro-4-methoxy-benzylamino)-4-(3-chloro-phenylamino)-1H-pyrazolo[3,4-d]pyrimidine). The reactants are [BH3-]C#N.[Na+] (NaCNBH3), NC1=NNC2=NC=NC(=C21)NC2=CC(=CC=C2)Cl (3-amino-4-(3-chloro-phenylamino)-1H-pyrazolo[3,4-d]pyrimidine), C(C)(=O)O (acetic acid), ClC=1C=C(C=O)C=CC1OC (3-chloro-4-methoxy-benzaldehyde). RXN SMILES: [NH2:1][C:2]1[C:10]2[C:5](=[N:6][CH:7]=[N:8][C:9]=2[NH:11][C:12]2[CH:17]=[CH:16][CH:15]=[C:14]([Cl:18])[CH:13]=2)[NH:4][N:3]=1.C(O)(=O)C.[Cl:23][C:24]1[CH:25]=[C:26]([CH:29]=[CH:30][C:31]=1[O:32][CH3:33])[CH:27]=O.[BH3-]C#N.[Na+]>CO.CN1C(=O)N(C)CC1>[Cl:23][C:24]1[CH:25]=[C:26]([CH:29]=[CH:30][C:31]=1[O:32][CH3:33])[CH2:27][NH:1][C:2]1[C:10]2[C:5](=[N:6][CH:7]=[N:8][C:9]=2[NH:11][C:12]2[CH:17]=[CH:16][CH:15]=[C:14]([Cl:18])[CH:13]=2)[NH:4][N:3]=1 |f:3.4|.